This data is from the Open Reaction Database (ORD), a public repository of structured organic reaction records. The task is: describe an organic reaction: reactants, conditions, products, and yield Reactants: C1(CC=CCC1)N=C1N(N=C(S1)C1=CC=C(C#N)C=C1)C (4-[5-(cyclohex-3-enylimino)-4-methyl-4,5-dihydro-[1,3,4]thiadiazol-2-yl]-benzonitrile), C(=O)([O-])[O-].[Na+].[Na+] (Na2CO3), OO (H2O2). Run in C(C)O (ethanol), O (water). Conditions: time 8 hour. The product is C1(CC=CCC1)N=C1N(N=C(S1)C1=CC=C(C(=O)N)C=C1)C (4-[5-(Cyclohex-3-enylimino)-4-methyl-4,5-dihydro-[1,3,4]thiadiazol-2-yl]-benzamide). Yield: 64.0%. Reaction SMILES: [CH:1]1([N:7]=[C:8]2[S:12][C:11]([C:13]3[CH:20]=[CH:19][C:16]([C:17]#[N:18])=[CH:15][CH:14]=3)=[N:10][N:9]2[CH3:21])[CH2:6][CH2:5][CH:4]=[CH:3][CH2:2]1.C([O-])([O-])=[O:23].[Na+].[Na+].OO>C(O)C.O>[CH:1]1([N:7]=[C:8]2[S:12][C:11]([C:13]3[CH:14]=[CH:15][C:16]([C:17]([NH2:18])=[O:23])=[CH:19][CH:20]=3)=[N:10][N:9]2[CH3:21])[CH2:6][CH2:5][CH:4]=[CH:3][CH2:2]1 |f:1.2.3|. Procedure: To a solution of 4-[5-(cyclohex-3-enylimino)-4-methyl-4,5-dihydro-[1,3,4]thiadiazol-2-yl]-benzonitrile from protocol I76 (0.94 mmol, 280 mg) in ethanol (41 mL), a solution of Na2CO3 [3N] (12.3 mmol, 4.1 mL), and a solution of H2O2 at 30% in water (3.33 mL) were added. The mixture was stirred overnight at RT and concentrated under reduced pressure. The residue was stirred in water several hours, filtered, and dried under vacuum to afford the pure product. Yield: 64%. Starting materials: NCC=1C=C(C=CC1)C1C(C(N1C1=CC=C(C=C1)F)=O)CCC(O)C1=CC=C(C=C1)F (4-(3-aminomethylphenyl)-1-(4-fluorophenyl)-3-[(4 fluorophenyl)-3-hydroxypropyl]azetidin-2-one), OC(C(COCCOCCNC(=O)COCCOCCOCC(=O)O)=O)C(C(C(CO)O)O)O ({2-[2-({2-[2-(3,4,5,6,7-Pentahydroxy-2-oxoheptyloxy)ethoxy]ethylcarbamoyl}-methoxy)ethoxy]ethoxy}acetic acid), C(C)(C)N=C=NC(C)C (diisopropylcarbodiimide), OC1=CC=CC=2NN=NC21 (hydroxybenzotriazole), CN(C=O)C (dimethylformamide). Yields the product FC1=CC=C(C=C1)N1C(C(C1=O)CCC(O)C1=CC=C(C=C1)F)C=1C=C(C=CC1)NC(=O)CCCCCNC(C(C(C(C(CO)O)O)O)O)=O (N-[5-(3-{1-(4-Fluorophenyl)-3-[3-(4-fluorophenyl)-3-hydroxypropyl]-4-oxoazetidin-2-yl}phenylcarbamoyl)pentyl]-2,3,4,5,6-pentahydroxyhexanamide). Reaction SMILES: NC[C:3]1[CH:4]=[C:5]([CH:9]2[N:12]([C:13]3[CH:18]=[CH:17][C:16]([F:19])=[CH:15][CH:14]=3)[C:11](=[O:20])[CH:10]2[CH2:21][CH2:22][CH:23]([C:25]2[CH:30]=[CH:29][C:28]([F:31])=[CH:27][CH:26]=2)[OH:24])[CH:6]=[CH:7][CH:8]=1.[OH:32][CH:33]([CH:58]([OH:65])[CH:59]([OH:64])[CH:60]([OH:63])[CH2:61][OH:62])[C:34](=[O:57])COCCOCCNC(COCCOCCOCC(O)=O)=O.C(N=C=NC(C)C)(C)C.O[C:76]1[C:84]2[N:83]=N[NH:81][C:80]=2[CH:79]=[CH:78][CH:77]=1.CN(C)C=[O:88]>>[F:19][C:16]1[CH:15]=[CH:14][C:13]([N:12]2[C:11](=[O:20])[CH:10]([CH2:21][CH2:22][CH:23]([C:25]3[CH:26]=[CH:27][C:28]([F:31])=[CH:29][CH:30]=3)[OH:24])[CH:9]2[C:5]2[CH:4]=[C:3]([NH:83][C:84]([CH2:76][CH2:77][CH2:78][CH2:79][CH2:80][NH:81][C:34](=[O:57])[CH:33]([OH:32])[CH:58]([OH:65])[CH:59]([OH:64])[CH:60]([OH:63])[CH2:61][OH:62])=[O:88])[CH:8]=[CH:7][CH:6]=2)=[CH:18][CH:17]=1. Reported procedure: 29 is prepared similarly to 18 starting from 62 mg of 4-(3-aminomethylphenyl)-1-(4-fluorophenyl)-3-[3-(4-fluorophenyl)-hydroxypropyl]azetidin-2-one 15, 76 mg of {2-[2-({2-[2-(3,4,5,6,7-pentahydroxy-2-oxoheptyloxy)ethoxy]ethylcarbamoyl}methoxy)ethoxy]ethoxy}acetic acid 26, 57 μl of diisopropylcarbodiimide and 40 mg of hydroxybenzotriazole in 2 ml of dimethylformamide. This gives 19: Reactants: C(CCC)C1=NC(=NN1)CNC(=O)OC(C)(C)C (5-butyl-3-tert-butoxycarbonylaminomethyl-1H-1,2,4-triazole), N=C(C(=O)OCC)CC (ethyl iminobutyrate). Solvent: CO (methanol). Yields the product C(CC)C1=NC(=NN1)CNC(=O)OC(C)(C)C (5-propyl-3-tert-butoxycarbonylaminomethyl-1H-1,2,4-triazole). Reaction SMILES: [CH2:1]([C:5]1[NH:9][N:8]=[C:7]([CH2:10][NH:11][C:12]([O:14][C:15]([CH3:18])([CH3:17])[CH3:16])=[O:13])[N:6]=1)[CH2:2][CH2:3]C.N=C(CC)C(OCC)=O>CO>[CH2:1]([C:5]1[NH:9][N:8]=[C:7]([CH2:10][NH:11][C:12]([O:14][C:15]([CH3:16])([CH3:18])[CH3:17])=[O:13])[N:6]=1)[CH2:2][CH3:3]. Reported procedure: Under nitrogen, a solution of 18.9 g (100 mmol) of N-Boc glycine hydrazide (from step 2 of Example 3) in 100 mL of methanol is treated with 11.5 g (100 mmol) of ethyl iminobutyrate [P. Reynaud and R. C. Moreau, Bull. Soc. Chim. France, 2997 (1964)]. The reaction is stirred at reflux overnight and concentrated in vacuo. Purification by silica gel chromatography (Waters Prep-500A) gives 5-propyl-3-tert-butoxycarbonylaminomethyl-1H-1,2,4-triazole. Starting materials: FC1=NC(=CC(=C1)F)F (2,4,6-Trifluoropyridine), C(C)(C)NC(C)C.[Li] (Lithium diisopropylamine), ClC1=C(C=O)C=CC=C1 (2-Chlorobenzaldehyde). The solvent is C1CCOC1 (THF). Reaction conditions: temperature -78 celsius. Yields the product ClC1=C(C=CC=C1)C(O)C=1C(=NC(=CC1F)F)F ((2-Chloro-phenyl)-(2,4,6-trifluoro-pyridin-3-yl)-methanol). RXN SMILES: [F:1][C:2]1[CH:7]=[C:6]([F:8])[CH:5]=[C:4]([F:9])[N:3]=1.C(NC(C)C)(C)C.[Li].[Cl:18][C:19]1[CH:26]=[CH:25][CH:24]=[CH:23][C:20]=1[CH:21]=[O:22]>C1COCC1>[Cl:18][C:19]1[CH:26]=[CH:25][CH:24]=[CH:23][C:20]=1[CH:21]([C:7]1[C:2]([F:1])=[N:3][C:4]([F:9])=[CH:5][C:6]=1[F:8])[OH:22] |f:1.2,^1:16|. Reported procedure: 2,4,6-Trifluoropyridine (7.5 g, 56.36 mmol) was taken up in 9 mL of dry THF, and the reaction mixture was cooled to −78° C. under argon with stirring. Lithium diisopropylamine (42.3 mL of 2M solution in THF) was added dropwise, and the solution was stirred for 10 minutes. 2-Chlorobenzaldehyde (9.5 mL, 1.5 equiv) was added dropwise via syringe, and the reaction mixture was stirred for 15 minutes. The reaction was quenched by addition of saturated ammonium chloride and water, and the aqueous mixtu...